The task is: describe an organic reaction: reactants, conditions, products, and yield. This data is from the Open Reaction Database (ORD), a public repository of structured organic reaction records. The reactants are CC1=C(C(=O)C2=C(C1=O)N3C[C@H]4[C@@H]([C@@]3([C@@H]2COC(=O)N)OC)N4)OC (mitomycin A), CO (methanol). Run in C(C1=CC=CO1)N (furfurylamine). Conditions: time 3 hour. Product: C(N)(O)=O.OCC1C2(N(C=3C(C(=C(C(C13)=O)NCC1=CC=CO1)C)=O)CC1C2N1)OC (1,1a,2,8,8a,8b-Hexahydro-8-(hydroxymethyl)-8a-methoxy-5-methyl-6-furfurylamino-azirino[2',3':3,4]pyrrolo-[1,2-a]indole-4,7-dione carbamate). Yield: 42.7%. RXN SMILES: [CH3:1][C:2]1[C:8](=[O:9])[C:7]2[N:10]3[C@@:14]([O:21][CH3:22])([C@H:15]([CH2:16][O:17][C:18]([NH2:20])=[O:19])[C:6]=2[C:4](=[O:5])[C:3]=1OC)[C@H:13]1[NH:23][C@H:12]1[CH2:11]3.[CH3:26][OH:27]>C(N)C1OC=CC=1>[C:18](=[O:17])([OH:19])[NH2:20].[OH:17][CH2:16][CH:15]1[C:6]2[C:4](=[O:5])[C:3]([NH:10][CH2:7][C:6]3[O:27][CH:26]=[CH:3][CH:4]=3)=[C:2]([CH3:1])[C:8](=[O:9])[C:7]=2[N:10]2[CH2:11][CH:12]3[NH:23][CH:13]3[C:14]12[O:21][CH3:22] |f:3.4|. Reported procedure: To a solution of 60 mg (0.17 mmol) of mitomycin A in 8 ml of anhydrous methanol, 0.5 ml of furfurylamine was added with stirring. The progress of the reaction was periodically checked by TLC and the reaction appeared to be complete in 3 hours. The solvent was removed by evaporation under reduced pressure and the residue was chromatographed using silica-gel as adsorbent. The fraction obtained by eluting the column with ethyl acetate was evaporated. Recrystallization from a mixture of chloroform a...